This data is from the Open Reaction Database (ORD), a public repository of structured organic reaction records. The task is: describe an organic reaction: reactants, conditions, products, and yield Reactants: Clc1ccc2ccccc2n1, [H-], [Na+], CN(C)C=O, O, O=[N+]([O-])c1ccc(O)cc1. The product is O=[N+]([O-])c1ccc(Oc2ccc3ccccc3n2)cc1. Reaction SMILES: [Cl:13][c:14]1[n:15][c:16]2[cH:17][cH:18][cH:19][cH:20][c:21]2[cH:22][cH:23]1.[H-:11].[Na+:12].[O:25]=[CH:26][N:27]([CH3:28])[CH3:29].[OH2:24].[OH:1][c:2]1[cH:3][cH:4][c:5]([N+:8]([O-:9])=[O:10])[cH:6][cH:7]1>>[O:1]([c:2]1[cH:3][cH:4][c:5]([N+:8]([O-:9])=[O:10])[cH:6][cH:7]1)[c:14]1[n:15][c:16]2[cH:17][cH:18][cH:19][cH:20][c:21]2[cH:22][cH:23]1. The product is N1=C(C=NC=C1)C1=NOC(=C1)C1=CC(=C(C(=C1)F)F)F (3-(Pyrazin-2-yl)-5-(3,4,5-trifluorophenyl)isoxazole). The reactants are ON=C(C1=NC=CN=C1)Cl (N-Hydroxypyrazine-2-carbimidoyl chloride), C(#C)C=1C=C(C(=C(C1)F)F)F (5-ethynyl-1,2,3-trifluorobenzene), N (NH3). Reported procedure: The titled compound was prepared according to Method CB using the product of Example 83D (79 mg, 0.5 mmol) and 5-ethynyl-1,2,3-trifluorobenzene (Apollo, 78 mg, 0.5 mmol). 1H NMR (300 MHz, MeOH-d4) δ 7.53 (s, 1H), 7.79 (dd, J=8.5, 6.4 Hz, 2H), 8.70 (d, J=2.4 Hz, 1H), 8.76 (dd, J=2.5, 1.5 Hz, 1H), 9.29 (d, J=1.7 Hz, 1H) ppm; MS (DCI/NH3) m/z 278 (M+H)+. Reaction SMILES: [OH:1][N:2]=[C:3](Cl)[C:4]1[CH:9]=[N:8][CH:7]=[CH:6][N:5]=1.[C:11]([C:13]1[CH:14]=[C:15]([F:21])[C:16]([F:20])=[C:17]([F:19])[CH:18]=1)#[CH:12].N>>[N:5]1[CH:6]=[CH:7][N:8]=[CH:9][C:4]=1[C:3]1[CH:12]=[C:11]([C:13]2[CH:14]=[C:15]([F:21])[C:16]([F:20])=[C:17]([F:19])[CH:18]=2)[O:1][N:2]=1. Reactants: CN1NC(C=2[C@H]3CC[C@@](C12)(C3(C)C)C)=O ((4S,7R)-1,7,8,8-tetramethyl-1,2,4,5,6,7-hexahydro-4,7-methano-indazol-3-one), CN1NC(C=2[C@H]3CC[C@@](C12)(C3(C)C)C)=O ((4S,7R)-1,7,8,8-tetramethyl-1,2,4,5,6,7-hexahydro-4,7-methano-indazol-3-one), FC=1C=C(CBr)C=CC1 (3-fluoro-benzyl bromide). The solvent is CN(C=O)C (N,N-dimethylformamide). Conditions: temperature 100 celsius. Product: FC=1C=C(CN2N(C=3[C@@]4(CC[C@H](C3C2=O)C4(C)C)C)C)C=CC1 ((4S,7R)-2-(3-fluoro-benzyl)-1,7,8,8-tetramethyl-1,2,4,5,6,7-hexahydro-4,7-methano-indazol-3-one). Isolated yield 42.4%. As a reaction SMILES: [CH3:1][N:2]1[C:10]2[C@@:9]3([CH3:14])[C:11]([CH3:13])([CH3:12])[C@H:6]([CH2:7][CH2:8]3)[C:5]=2[C:4](=[O:15])[NH:3]1.[F:16][C:17]1[CH:18]=[C:19]([CH:22]=[CH:23][CH:24]=1)[CH2:20]Br>CN(C)C=O>[F:16][C:17]1[CH:18]=[C:19]([CH:22]=[CH:23][CH:24]=1)[CH2:20][N:3]1[C:4](=[O:15])[C:5]2[C@@H:6]3[C:11]([CH3:12])([CH3:13])[C@@:9]([CH3:14])([CH2:8][CH2:7]3)[C:10]=2[N:2]1[CH3:1]. Reported procedure: A mixture of (4S,7R)-1,7,8,8-tetramethyl-1,2,4,5,6,7-hexahydro-4,7-methano-indazol-3-one (Intermediate 19; 100 mg, 0.49 mmol) and 3-fluoro-benzyl bromide (59 μL, 0.48 mmol) in N,N-dimethylformamide (5 mL) was heated at 100° C. overnight. The reaction mixture was evaporated and the residue was purified using a Biotage 40S system, eluting with 0-1% methanol/chloroform, followed by drying under high vacuum to give (4S,7R)-2-(3-fluoro-benzyl)-1,7,8,8-tetramethyl-1,2,4,5,6,7-hexahydro-4,7-methano-ind... As a reaction SMILES: [CH:1]1([CH2:4][N:5]2[C:10]([NH:11][NH2:12])=[CH:9][C:8](=[O:13])[N:7]([CH3:14])[C:6]2=[O:15])[CH2:3][CH2:2]1.[Cl:16][C:17]1[CH:18]=[C:19]2[C:24](=[CH:25][CH:26]=1)[N:23]=[CH:22][CH:21]=[C:20]2[CH:27]=O.[CH:29]([C:31]1[N:32]([CH3:44])[CH:33]=[C:34]([NH:36][C:37](=[O:43])[O:38][C:39]([CH3:42])([CH3:41])[CH3:40])[N:35]=1)=O>>[Cl:16][C:17]1[CH:18]=[C:19]2[C:24](=[CH:25][CH:26]=1)[N:23]=[CH:22][CH:21]=[C:20]2[CH2:27][N:12]1[C:29]([C:31]2[N:32]([CH3:44])[CH:33]=[C:34]([NH:36][C:37](=[O:43])[O:38][C:39]([CH3:40])([CH3:42])[CH3:41])[N:35]=2)=[C:9]2[C:10]([N:5]([CH2:4][CH:1]3[CH2:2][CH2:3]3)[C:6](=[O:15])[N:7]([CH3:14])[C:8]2=[O:13])=[N:11]1. The product is ClC=1C=C2C(=CC=NC2=CC1)CN1N=C2N(C(N(C(C2=C1C=1N(C=C(N1)NC(OC(C)(C)C)=O)C)=O)C)=O)CC1CC1 (tert-butyl 2-[2-[(6-chloroquinolin-4-yl)methyl]-7-(cyclopropylmethyl)-5-methyl-4,6-dioxo-4,5,6,7-tetrahydro-2H-pyrazolo[3,4-d]pyrimidin-3-yl]-1-methyl-1H-imidazol-4-ylcarbamate). Starting materials: C1(CC1)CN1C(N(C(C=C1NN)=O)C)=O (1-(cyclopropylmethyl)-6-hydrazino-3-methylpyrimidine-2,4(1H,3H)-dione), ClC=1C=C2C(=CC=NC2=CC1)C=O (6-chloroquinoline-4-carbaldehyde), C(=O)C=1N(C=C(N1)NC(OC(C)(C)C)=O)C (tert-butyl 2-formyl-1-methyl-1H-imidazol-4-ylcarbamate). Procedure: This compound was made following the procedure described above, starting with 1-(cyclopropylmethyl)-6-hydrazino-3-methylpyrimidine-2,4(1H,3H)-dione, and condensing first with 6-chloroquinoline-4-carbaldehyde, followed by tert-butyl 2-formyl-1-methyl-1H-imidazol-4-ylcarbamate. Reactants: CCOC(=O)CCCOc1cccc(CCCCCCO[Si](C)(C)C(C)(C)C)c1CCC(=O)OCC, C1CCOC1, O. Yields the product CCOC(=O)CCCOc1cccc(CCCCCCO)c1CCC(=O)OCC. RXN SMILES: [CH2:1]([CH3:2])[O:3][C:4]([CH2:5][CH2:6][CH2:7][O:8][c:9]1[c:10]([CH2:29][CH2:30][C:31](=[O:32])[O:33][CH2:34][CH3:35])[c:11]([CH2:15][CH2:16][CH2:17][CH2:18][CH2:19][CH2:20][O:21][Si:22]([C:23]([CH3:24])([CH3:25])[CH3:26])([CH3:27])[CH3:28])[cH:12][cH:13][cH:14]1)=[O:36].[CH2:37]1[O:38][CH2:39][CH2:40][CH2:41]1.[OH2:42]>>[CH2:1]([CH3:2])[O:3][C:4]([CH2:5][CH2:6][CH2:7][O:8][c:9]1[c:10]([CH2:29][CH2:30][C:31](=[O:32])[O:33][CH2:34][CH3:35])[c:11]([CH2:15][CH2:16][CH2:17][CH2:18][CH2:19][CH2:20][OH:21])[cH:12][cH:13][cH:14]1)=[O:36]. The reactants are [Cl-].[Na+] (sodium chloride), N1N=C(C2=C1CCC2)C(=O)N (1,4,5,6-Tetrahydro-cyclopentapyrazole-3-carboxylic acid amide), P(=O)(Cl)(Cl)Cl (phosphorus oxychloride). Solvent: C(C)#N (acetonitrile). Reaction conditions: temperature 80 celsius. Product: N1N=C(C2=C1CCC2)C#N (1,4,5,6-tetrahydro-cyclopentapyrazole-3-carbonitrile). As a reaction SMILES: [NH:1]1[C:5]2[CH2:6][CH2:7][CH2:8][C:4]=2[C:3]([C:9]([NH2:11])=O)=[N:2]1.[Cl-].[Na+].P(Cl)(Cl)(Cl)=O>C(#N)C>[NH:1]1[C:5]2[CH2:6][CH2:7][CH2:8][C:4]=2[C:3]([C:9]#[N:11])=[N:2]1 |f:1.2|. Procedure: 1,4,5,6-Tetrahydro-cyclopentapyrazole-3-carboxylic acid amide (0.210 g, 1.39 mmol) was added to anhydrous acetonitrile (12 cm3), heated to 80° C. and sodium chloride (2.0 g, 34-mmol) added. After 15 minutes phosphorus oxychloride (0.128 g, 0.83 mmol) was added and the solution heated to 80° C. overnight, cooled, filtered, and the collected solid washed with acetonitrile. Solvent was removed from the combined solutions under reduced pressure and the resulting solid purified by preparative HPLC to...